This data is from the Open Reaction Database (ORD), a public repository of structured organic reaction records. The task is: describe an organic reaction: reactants, conditions, products, and yield Starting materials: C1(O)=CC(O)=CC=C1 (resorcinol), C(CCC)(=O)O (butyric acid), Cl.[Cl-].[Na+].O (HCl brine). The reagents and catalysts are [Cl-].[Cl-].[Zn+2] (ZnCl2). Solvent: ClCCCl (1,2-dichloroethane). Reaction conditions: temperature 150 celsius. Yields the product C(CCC)(=O)C1=C(C=C(C=C1)O)O (4-Butyryl- 1,3-dihydroxybenzene). RXN SMILES: [C:1]1([CH:8]=[CH:7][CH:6]=[C:4]([OH:5])[CH:3]=1)[OH:2].[C:9](O)(=[O:13])[CH2:10][CH2:11][CH3:12].Cl.[Cl-].[Na+].O>ClCCCl.[Cl-].[Cl-].[Zn+2]>[C:9]([C:6]1[CH:7]=[CH:8][C:1]([OH:2])=[CH:3][C:4]=1[OH:5])(=[O:13])[CH2:10][CH2:11][CH3:12] |f:2.3.4.5,7.8.9|. Procedure: To a solution of resorcinol (1.5 g) and butyric acid (2.9 mL) in 1,2-dichloroethane (45 mL) was added ZnCl2 (3.22 g) and the mixture then heated at 150° C. under nitrogen for 5 hr. The reaction mixture was cooled, poured onto 1N HCl/brine and extracted (3×EtOAc). After washing with 0.1N K2CO3, then twice with brine, the organic layer was dried and evaporated. Chromatography of the residue (silica gel; hexane/EtOAc 2:1) afforded the title product as a solid. The reactants are C1(=CC=CC=C1)C1=NOC(=N1)C=1N=CC=2NC3=CC=CC=C3C2C1 (3-(3-Phenyl-1,2,4-oxadiazol-5-yl)-9H-β-carboline), BrCCCCl (1-bromo-3-chloropropane), [H-].[Na+] (NaH). The solvent is CN(C)C=O (DMF). Product: ClCCCN1C2=CC=CC=C2C=2C=C(N=CC12)C1=NC(=NO1)C1=CC=CC=C1 (9-(3-Chloro-1-propyl)-3-(3-phenyl-1,2,4-oxadiazol-5-yl)-9H-β-carboline). The yield is 97.0%. As a reaction SMILES: [C:1]1([C:7]2[N:11]=[C:10]([C:12]3[N:13]=[CH:14][C:15]4[NH:16][C:17]5[C:22]([C:23]=4[CH:24]=3)=[CH:21][CH:20]=[CH:19][CH:18]=5)[O:9][N:8]=2)[CH:6]=[CH:5][CH:4]=[CH:3][CH:2]=1.Br[CH2:26][CH2:27][CH2:28][Cl:29].[H-].[Na+]>CN(C=O)C>[Cl:29][CH2:28][CH2:27][CH2:26][N:16]1[C:15]2[CH:14]=[N:13][C:12]([C:10]3[O:9][N:8]=[C:7]([C:1]4[CH:2]=[CH:3][CH:4]=[CH:5][CH:6]=4)[N:11]=3)=[CH:24][C:23]=2[C:22]2[C:17]1=[CH:18][CH:19]=[CH:20][CH:21]=2 |f:2.3|. Procedure: The compound was synthesized by mixing (Compound 8) (0.6 g, 1.9 mmol), 1-bromo-3-chloropropane (0.45 g, 2.9 mmol), NaH (0.09 g, 2.3 mmol) in DMF, in the same manner as illustrated in example 3 to give the title compound (0.72 g, 97%). M.p. 192°-195° C. (and 235.5°-236° C.). The reactants are Cl (HCl), COC(C1=C(C=C(C(=C1)OC)NC(=O)[C@H]1[C@@H]([C@@]2([C@@H](N1)CC(C)(C)C)C(NC1=CC(=CC=C12)Cl)=O)C1=C(C(=CC=C1)Cl)F)F)=O (rac-4-{[(2′S,3′R,4′S,5′R)-6-chloro-4′-(3-chloro-2-fluoro-phenyl)-2′-(2,2-dimethyl-propyl)-2-oxo-1,2-dihydro-spiro[indole-3,3′-pyrrolidine]-5′-carbonyl]amino}-2-fluoro-5-methoxy-benzoic acid methyl ester), LiOH monohydrate. Solvent: C(C)(=O)OCC (ethyl acetate), C1CCOC1 (THF), O (water). Reaction conditions: time 8 hour. The product is ClC1=CC=C2C(=C1)NC([C@@]21[C@@H](N[C@H]([C@@H]1C1=C(C(=CC=C1)Cl)F)C(=O)NC1=CC(=C(C(=O)O)C=C1OC)F)CC(C)(C)C)=O (rac-4-{[(2′S,3′R,4′S,5′R)-6-chloro-4′-(3-chloro-2-fluoro-phenyl)-2′-(2,2-dimethyl-propyl)-2-oxo-1,2-dihydro-spiro[indole-3,3′-pyrrolidine]-5′-carbonyl]amino}-2-fluoro-5-methoxy-benzoic acid). The yield is 93.2%. RXN SMILES: C[O:2][C:3](=[O:44])[C:4]1[CH:9]=[C:8]([O:10][CH3:11])[C:7]([NH:12][C:13]([C@@H:15]2[NH:19][C@@H:18]([CH2:20][C:21]([CH3:24])([CH3:23])[CH3:22])[C@:17]3([C:32]4[C:27](=[CH:28][C:29]([Cl:33])=[CH:30][CH:31]=4)[NH:26][C:25]3=[O:34])[C@H:16]2[C:35]2[CH:40]=[CH:39][CH:38]=[C:37]([Cl:41])[C:36]=2[F:42])=[O:14])=[CH:6][C:5]=1[F:43].Cl>C1COCC1.O.C(OCC)(=O)C>[Cl:33][C:29]1[CH:28]=[C:27]2[NH:26][C:25](=[O:34])[C@:17]3([C@@H:16]([C:35]4[CH:40]=[CH:39][CH:38]=[C:37]([Cl:41])[C:36]=4[F:42])[C@H:15]([C:13]([NH:12][C:7]4[C:8]([O:10][CH3:11])=[CH:9][C:4]([C:3]([OH:44])=[O:2])=[C:5]([F:43])[CH:6]=4)=[O:14])[NH:19][C@H:18]3[CH2:20][C:21]([CH3:23])([CH3:22])[CH3:24])[C:32]2=[CH:31][CH:30]=1. Procedure: To a solution of rac-4-{[(2′S,3′R,4′S,5′R)-6-chloro-4′-(3-chloro-2-fluoro-phenyl)-2′-(2,2-dimethyl-propyl)-2-oxo-1,2-dihydro-spiro[indole-3,3′-pyrrolidine]-5′-carbonyl]amino}-2-fluoro-5-methoxy-benzoic acid methyl ester (36 mg, 0.056 mmol) in THF (3 mL) was added LiOH monohydrate (11 mg, 0.26 mmol) in water (2 ml) and the reaction mixture was allowed to stir at rt overnight. The mixture was then treated with 1N HCl to slightly acidic, diluted with ethyl acetate (80 mL), washed with water (2×15 m... Starting materials: C(C)(C)N(C(=O)C=1N=C(SC1)N1CC(C1)SC=1[C@@H]([C@H]2N(C1C(=O)OCC1=CC=C(C=C1)[N+](=O)[O-])C([C@@H]2[C@@H](C)O)=O)C)CCNC(=O)OCC2=CC=C(C=C2)[N+](=O)[O-] (p-Nitrobenzyl (1R,5S,6S)-2-[1-(4-{N-isopropyl-N-[2-(p-nitrobenzyloxycarbonylamino)ethyl]-carbamoyl}-1,3-thiazol-2-yl)azetidin-3-yl]thio-6-[(R)-1-hydroxyethyl]-1-methylcarbapen-2-em-3-carboxylate). Run in O1CCCC1 (tetrahydrofuran). Run at time 2 hour. Yields the product NCCN(C(=O)C=1N=C(SC1)N1CC(C1)SC=1[C@@H]([C@H]2N(C1C(=O)O)C([C@@H]2[C@@H](C)O)=O)C)C(C)C ((1R,5S,6S)-2-(1-{4-[N-(2-aminoethyl)-N-isopropyl-carbamoyl]-1,3-thiazol-2-yl}azetidin-3-yl)thio-6-[(R)-1-hydroxyethyl]-1-methylcarbapen-2-em-3-carboxylic acid). The yield is 27.6%. Reaction SMILES: [CH:1]([N:4]([CH2:42][CH2:43][NH:44]C(OCC1C=CC([N+]([O-])=O)=CC=1)=O)[C:5]([C:7]1[N:8]=[C:9]([N:12]2[CH2:15][CH:14]([S:16][C:17]3[C@H:18]([CH3:41])[C@@H:19]4[C@@H:36]([C@H:37]([OH:39])[CH3:38])[C:35](=[O:40])[N:20]4[C:21]=3[C:22]([O:24]CC3C=CC([N+]([O-])=O)=CC=3)=[O:23])[CH2:13]2)[S:10][CH:11]=1)=[O:6])([CH3:3])[CH3:2]>O1CCCC1>[NH2:44][CH2:43][CH2:42][N:4]([CH:1]([CH3:3])[CH3:2])[C:5]([C:7]1[N:8]=[C:9]([N:12]2[CH2:13][CH:14]([S:16][C:17]3[C@H:18]([CH3:41])[C@@H:19]4[C@@H:36]([C@H:37]([OH:39])[CH3:38])[C:35](=[O:40])[N:20]4[C:21]=3[C:22]([OH:24])=[O:23])[CH2:15]2)[S:10][CH:11]=1)=[O:6]. Procedure details: p-Nitrobenzyl (1R,5S,6S)-2-[1-(4-{N-isopropyl-N-[2-(p-nitrobenzyloxycarbonylamino)ethyl]-carbamoyl}-1,3-thiazol-2-yl)azetidin-3-yl]thio-6-[(R)-1-hydroxyethyl]-1-methylcarbapen-2-em-3-carboxylate (610 mg, 0.74 mmol) (obtained as described in Example 65(1)) in a mixture of tetrahydrofuran (30 ml) and distilled water (30 ml) was subjected to catalytic hydrogenation in the presence of 7.5% palladium on charcoal (610 mg) in a water bath (35° C.) for 2 hours. After checking the completion of the react... Reactants: ClC=1C(=C2C(=NC1)NC(=N2)C2=C(C=C(C=C2)N2CCOCC2)OC)NC21CC(C(CC2)(C1(C)C)C)=O (4-(6-chloro-2-(2-methoxy-4-morpholinophenyl)-3H-imidazo[4,5-b]pyridin-7-ylamino)-1,7,7-trimethylbicyclo[2.2.1]heptan-2-one), C(C)O.[BH4-].[Na+] (ethanol NaBH4). Run at temperature 60 celsius. Yields the product ClC=1C(=C2C(=NC1)NC(=N2)C2=C(C=C(C=C2)N2CCOCC2)OC)NC21CC(C(CC2)(C1(C)C)C)O (4-(6-chloro-2-(2-methoxy-4-morpholinophenyl)-3H-imidazo[4,5-b]pyridin-7-ylamino)-1,7,7-trimethylbicyclo[2.2.1]heptan-2-ol). The yield is 43.8%. Reaction SMILES: [Cl:1][C:2]1[C:3]([NH:25][C:26]23[C:32]([CH3:34])([CH3:33])[C:29]([CH3:35])([CH2:30][CH2:31]2)[C:28](=[O:36])[CH2:27]3)=[C:4]2[N:10]=[C:9]([C:11]3[CH:16]=[CH:15][C:14]([N:17]4[CH2:22][CH2:21][O:20][CH2:19][CH2:18]4)=[CH:13][C:12]=3[O:23][CH3:24])[NH:8][C:5]2=[N:6][CH:7]=1.C(O)C.[BH4-].[Na+]>>[Cl:1][C:2]1[C:3]([NH:25][C:26]23[C:32]([CH3:33])([CH3:34])[C:29]([CH3:35])([CH2:30][CH2:31]2)[CH:28]([OH:36])[CH2:27]3)=[C:4]2[N:10]=[C:9]([C:11]3[CH:16]=[CH:15][C:14]([N:17]4[CH2:22][CH2:21][O:20][CH2:19][CH2:18]4)=[CH:13][C:12]=3[O:23][CH3:24])[NH:8][C:5]2=[N:6][CH:7]=1 |f:1.2.3|. Procedure details: To a suspension of 4-(6-chloro-2-(2-methoxy-4-morpholinophenyl)-3H-imidazo[4,5-b]pyridin-7-ylamino)-1,7,7-trimethylbicyclo[2.2.1]heptan-2-one (Compound CC) (100 mg, 0.196 mmol) in ethanol NaBH4 (74 mg, 1.96 mmol) was added and the reaction mixture was heated at 60° C. for 16 h when LCMS confirmed consumption of starting material and formation of desired product. The reaction mixture was allowed to come to rt and acidified to pH 5. Solvent was then removed and the residue was suspended in water a... The reactants are COC1=C(C=C(C(=O)O)C=C1)\C=C\C1=CC=C(C=C1)OC(F)(F)F (4-methoxy-3-[(E)-2-(4-trifluoromethoxyphenyl)vinyl]benzoic acid), NCCC#N (3-aminopropionitrile). Yields the product C(#N)CCNC(C1=CC(=C(C=C1)OC)\C=C\C1=CC=C(C=C1)OC(F)(F)F)=O (N-(2-cyanoethyl)-4-methoxy-3-[(E)-2-(4-trifluoromethoxyphenyl)-vinyl]-benzamide). As a reaction SMILES: [CH3:1][O:2][C:3]1[CH:11]=[CH:10][C:6]([C:7](O)=[O:8])=[CH:5][C:4]=1/[CH:12]=[CH:13]/[C:14]1[CH:19]=[CH:18][C:17]([O:20][C:21]([F:24])([F:23])[F:22])=[CH:16][CH:15]=1.[NH2:25][CH2:26][CH2:27][C:28]#[N:29]>>[C:26]([CH2:27][CH2:28][NH:29][C:7](=[O:8])[C:6]1[CH:10]=[CH:11][C:3]([O:2][CH3:1])=[C:4](/[CH:12]=[CH:13]/[C:14]2[CH:15]=[CH:16][C:17]([O:20][C:21]([F:23])([F:22])[F:24])=[CH:18][CH:19]=2)[CH:5]=1)#[N:25]. Procedure: The captioned compound was synthesized from 4-methoxy-3-[(E)-2-(4-trifluoromethoxyphenyl)vinyl]benzoic acid obtained in step B of Example 2-2-1 and 3-aminopropionitrile in accordance with the same procedure as in the methods described in step C of Example 1-2-3. The reactants are BrC1=CNC2=C1N=C(N=C2)Cl (7-bromo-2-chloro-5H-pyrrolo[3,2-d]pyrimidine), ClC(C1=CC=CC=C1)(C2=CC=CC=C2)C3=CC=CC=C3 (TrCl), [H-].[Na+] (NaH). The solvent is C1CCOC1 (THF), C1CCOC1 (THF), C1CCOC1 (THF). Run at time 20 minute. The product is BrC1=CN(C2=C1N=C(N=C2)Cl)C(C2=CC=CC=C2)(C2=CC=CC=C2)C2=CC=CC=C2 (7-Bromo-2-chloro-5-trityl-5H-pyrrolo[3,2-d]pyrimidine). Isolated yield 100.3%. RXN SMILES: [H-].[Na+].[Br:3][C:4]1[C:8]2[N:9]=[C:10]([Cl:13])[N:11]=[CH:12][C:7]=2[NH:6][CH:5]=1.Cl[C:15]([C:28]1[CH:33]=[CH:32][CH:31]=[CH:30][CH:29]=1)([C:22]1[CH:27]=[CH:26][CH:25]=[CH:24][CH:23]=1)[C:16]1[CH:21]=[CH:20][CH:19]=[CH:18][CH:17]=1>C1COCC1>[Br:3][C:4]1[C:8]2[N:9]=[C:10]([Cl:13])[N:11]=[CH:12][C:7]=2[N:6]([C:15]([C:16]2[CH:21]=[CH:20][CH:19]=[CH:18][CH:17]=2)([C:28]2[CH:29]=[CH:30][CH:31]=[CH:32][CH:33]=2)[C:22]2[CH:23]=[CH:24][CH:25]=[CH:26][CH:27]=2)[CH:5]=1 |f:0.1|. Procedure: A suspension of NaH (300 mg, 60% in mineral oil, 7.5 mmol) in THF (30 mL) was added a solution of 7-bromo-2-chloro-5H-pyrrolo[3,2-d]pyrimidine (1.16 g, 5.0 mmol) in THF (20 mL) dropwise at 0° C. After 20 min, a solution of TrCl (1.674 g, 6 mmol) in THF (10 mL) was added dropwise. The reaction mixture was stirred for 6 hours, quenched with brine and extracted with EtOAc (3×). The combined organic layer was dried (MgSO4), filtered and concentrated. The residue was purified by ISCO to provide the d... Starting materials: C(CCC)OC1=NC(=C2N=C(N(C2=N1)CCCC1NCCCC1)OC)N (2-(Butyloxy)-8-(methyloxy)-9-[3-(2-piperidinyl)propyl]-9H-purin-6-amine), NC1=C2N=C(N(C2=NC(=N1)OCCCC)CCCC1CCN(CC1)C(=O)OCC1=CC=CC=C1)OC (phenylmethyl 4-{3-[6-amino-2-(butyloxy)-8-(methyloxy)-9H-purin-9-yl]propyl}-1-piperidinecarboxylate). Product: C(CCC)OC1=NC(=C2N=C(N(C2=N1)CCCC1CCNCC1)OC)N (2-(Butyloxy)-8-(methyloxy)-9-[3-(4-piperidinyl)propyl]-9H-purin-6-amine). As a reaction SMILES: C(OC1N=C2C(N=C(OC)N2CCCC2CCCCN2)=C(N)N=1)CCC.[NH2:27][C:28]1[N:36]=[C:35]([O:37][CH2:38][CH2:39][CH2:40][CH3:41])[N:34]=[C:33]2[C:29]=1[N:30]=[C:31]([O:61][CH3:62])[N:32]2[CH2:42][CH2:43][CH2:44][CH:45]1[CH2:50][CH2:49][N:48](C(OCC2C=CC=CC=2)=O)[CH2:47][CH2:46]1>>[CH2:38]([O:37][C:35]1[N:34]=[C:33]2[C:29]([N:30]=[C:31]([O:61][CH3:62])[N:32]2[CH2:42][CH2:43][CH2:44][CH:45]2[CH2:50][CH2:49][NH:48][CH2:47][CH2:46]2)=[C:28]([NH2:27])[N:36]=1)[CH2:39][CH2:40][CH3:41]. Reported procedure: Prepared similarly to Intermediate 32 from phenylmethyl 4-{3-[6-amino-2-(butyloxy)-8-(methyloxy)-9H-purin-9-yl]propyl}-1-piperidinecarboxylate.